From a dataset of the Open Reaction Database (ORD), a public repository of structured organic reaction records. describe an organic reaction: reactants, conditions, products, and yield Reactants: C(C)(=O)O[C@@H]1[C@@H](O[C@]([C@H]1OCC1=CC=CC=C1)(C(F)F)COCC1=CC=CC=C1)N1C(N=C(C=C1)N)=O ((2R,3S,4S,5R)-2-(4-amino-2-oxopyrimidin-1(2H)-yl)-4-(benzyloxy)-5-(benzyloxymethyl)-5-(difluoromethyl)-tetrahydrofuran-3-yl acetate), CO (MeOH). The solvent is N (NH3). Product: NC1=NC(N(C=C1)[C@@H]1O[C@]([C@H]([C@@H]1O)OCC1=CC=CC=C1)(C(F)F)COCC1=CC=CC=C1)=O (4-amino-1-((2R,3S,4S,5R)-4-(benzyloxy)-5-(benzyloxymethyl)-5-(difluoromethyl)-3-hydroxy-tetrahydrofuran-2-yl)pyrimidin-2(1H)-one). Reaction SMILES: C([O:4][C@H:5]1[C@H:9]([O:10][CH2:11][C:12]2[CH:17]=[CH:16][CH:15]=[CH:14][CH:13]=2)[C@:8]([CH2:21][O:22][CH2:23][C:24]2[CH:29]=[CH:28][CH:27]=[CH:26][CH:25]=2)([CH:18]([F:20])[F:19])[O:7][C@H:6]1[N:30]1[CH:35]=[CH:34][C:33]([NH2:36])=[N:32][C:31]1=[O:37])(=O)C.CO>N>[NH2:36][C:33]1[CH:34]=[CH:35][N:30]([C@H:6]2[C@@H:5]([OH:4])[C@H:9]([O:10][CH2:11][C:12]3[CH:13]=[CH:14][CH:15]=[CH:16][CH:17]=3)[C@:8]([CH2:21][O:22][CH2:23][C:24]3[CH:29]=[CH:28][CH:27]=[CH:26][CH:25]=3)([CH:18]([F:19])[F:20])[O:7]2)[C:31](=[O:37])[N:32]=1. Procedure: A solution of compound 36 (0.112 g, 0.21 mmol) in NH3.MeOH (4 mL) was stirred at 60° C. for 12 h and then cooled and evaporated to dryness under reduced pressure to give 37 as a white solid. LC-MS: (M+H)+=474.2 Reactants: COC(=O)c1ccc(N)cn1, [K+], O=N[O-], [Na+], O, N#C[S-], N#C[S-], O=S(=O)(O)O. The product is COC(=O)c1ccc(SC#N)cn1. Reaction SMILES: [CH3:1][O:2][C:3](=[O:4])[c:5]1[n:6][cH:7][c:8]([NH2:11])[cH:9][cH:10]1.[K+:16].[N:12]([O-:13])=[O:14].[Na+:15].[OH2:28].[S-:17][C:18]#[N:19].[S-:20][C:21]#[N:22].[S:23](=[O:24])(=[O:25])([OH:26])[OH:27]>>[CH3:1][O:2][C:3](=[O:4])[c:5]1[n:6][cH:7][c:8]([S:17][C:18]#[N:19])[cH:9][cH:10]1. Reactants: CC1=CC=C(C=C1)C1=C(C=NO1)CCC(=O)OC (methyl 3-[5-(4-methylphenyl)-4-isoxazolyl]propionate), [H-].C(C(C)C)[Al+]CC(C)C (diisobutylaluminum hydride), O.O.O.O.O.O.O.O.O.O.[O-]S(=O)(=O)[O-].[Na+].[Na+] (Sodium sulfate 10 hydrate). Run in O1CCCC1 (tetrahydrofuran). Reaction conditions: time 1 hour. The product is CC1=CC=C(C=C1)C1=C(C=NO1)CCCO (3-[5-(4-methylphenyl)-4-isoxazolyl]propan-1-ol). Isolated yield 86.4%. RXN SMILES: [CH3:1][C:2]1[CH:7]=[CH:6][C:5]([C:8]2[O:12][N:11]=[CH:10][C:9]=2[CH2:13][CH2:14][C:15](OC)=[O:16])=[CH:4][CH:3]=1.[H-].C([Al+]CC(C)C)C(C)C.O.O.O.O.O.O.O.O.O.O.[O-]S([O-])(=O)=O.[Na+].[Na+]>O1CCCC1>[CH3:1][C:2]1[CH:3]=[CH:4][C:5]([C:8]2[O:12][N:11]=[CH:10][C:9]=2[CH2:13][CH2:14][CH2:15][OH:16])=[CH:6][CH:7]=1 |f:1.2,3.4.5.6.7.8.9.10.11.12.13.14.15|. Procedure details: To a solution of methyl 3-[5-(4-methylphenyl)-4-isoxazolyl]propionate (2.00 g) in tetrahydrofuran (50 ml) was gently added diisobutylaluminum hydride (0.95 M hexane solution, 21.5 ml) at 0° C., and the mixture was stirred at room temperature for 1 hr. Sodium sulfate 10 hydrate (6.57 g) was added to the reaction mixture and the mixture was stirred for 2 hr, after which an insoluble material was filtered off. The filtrate was concentrated and the residue was subjected to silica gel column chromato... Reactants: OCC1=CC=C(C(=O)OC)C=C1 (methyl 4-hydroxymethylbenzoate), TEA, CS(=O)(=O)Cl (methanesulfonyl chloride). Run in C(Cl)Cl (CH2Cl2), C(Cl)Cl (CH2Cl2). Yields the product ClCC1=CC=C(C(=O)OC)C=C1 (Methyl 4-chloromethylbenzoate). As a reaction SMILES: O[CH2:2][C:3]1[CH:12]=[CH:11][C:6]([C:7]([O:9][CH3:10])=[O:8])=[CH:5][CH:4]=1.CS([Cl:17])(=O)=O>C(Cl)Cl>[Cl:17][CH2:2][C:3]1[CH:12]=[CH:11][C:6]([C:7]([O:9][CH3:10])=[O:8])=[CH:5][CH:4]=1. Procedure details: To a solution of 100 g (0.60175 moles) of methyl 4-hydroxymethylbenzoate in 600 mL of dry CH2Cl2. add 109 mL (79.1 g) of TEA and cool the so-formed reaction mixture to 0° C. Add, dropwise over a 2 hour period, 55.8 mL (0.722 mole, 1.2 eq) of methanesulfonyl chloride in 150 mL of dry CH2Cl2. Allow the so-formed stirred reaction mixture to warm slowly to room temperature over a 48 hr period. TLC shows no starting material remains. Add water, separate the layers and wash the organic layer successiv... Starting materials: COCO[C@H]1C[C@H]2CC[C@H]3[C@@H]4CC[C@H]([C@@H](CCC(O)(C)C)C)[C@]4([C@H](C[C@@H]3[C@]2(CC1)C)OCOC)C (3α,12α-di(methoxymethoxy)-24,24-dimethyl-5β-cholan-24-ol). The solvent is C1CCOC1 (THF). Yields the product O[C@H]1C[C@@H]2CC[C@H]3[C@@H]4CC[C@H]([C@@H](CCC(O)(C)C)C)[C@]4([C@H](C[C@@H]3[C@]2(CC1)C)O)C (3α,12α-dihydroxy-24,24-dimethyl-5α-cholan-24-ol). As a reaction SMILES: COC[O:4][C@@H:5]1[CH2:29][CH2:28][C@@:27]2([CH3:30])[C@H:7]([CH2:8][CH2:9][C@@H:10]3[C@@H:26]2[CH2:25][C@H:24]([O:31]COC)[C@@:23]2([CH3:35])[C@H:11]3[CH2:12][CH2:13][C@@H:14]2[C@H:15]([CH3:22])[CH2:16][CH2:17][C:18]([CH3:21])([CH3:20])[OH:19])[CH2:6]1>C1COCC1>[OH:4][C@@H:5]1[CH2:29][CH2:28][C@@:27]2([CH3:30])[C@@H:7]([CH2:8][CH2:9][C@@H:10]3[C@@H:26]2[CH2:25][C@H:24]([OH:31])[C@@:23]2([CH3:35])[C@H:11]3[CH2:12][CH2:13][C@@H:14]2[C@H:15]([CH3:22])[CH2:16][CH2:17][C:18]([CH3:21])([CH3:20])[OH:19])[CH2:6]1. Procedure details: A solution of the crude alcohol in 60 mL of THF and 18 mL of 2 M liCl was refluxed for 24 h. After the solution was concentrated to about 20 mL and diluted with about 50 mL of ether, it was washed with 50 mL of water, 50 mL of saturated NaCHO3 2 and 50 mL of brine respectively. The solution was dried over anhydrous MgSO4 and concentrated to afford crude 3α,12α-dihydroxy-24,24-dimethyl-5α-cholan-24-ol. Starting materials: COC1=CC=C(C=C1)C(=CC1=C(C(=O)NC)C=CC=N1)O (2-[2-(4-Methoxyphenyl)-2-hydroxyethenyl]-N-methylnicotinamide), aqueous solution, N (ammonia). Solvent: O1CCOCC1 (dioxane). Run at temperature 170 celsius. The product is CC1=C(C(=O)NC)C=CC=N1 (2-Methyl-N-methylnicotinamide). The yield is 127.8%. Reaction SMILES: COC1C=CC(C(O)=[CH:10][C:11]2[N:20]=[CH:19][CH:18]=[CH:17][C:12]=2[C:13]([NH:15][CH3:16])=[O:14])=CC=1.N>O1CCOCC1>[CH3:10][C:11]1[N:20]=[CH:19][CH:18]=[CH:17][C:12]=1[C:13]([NH:15][CH3:16])=[O:14]. Procedure details: 2-[2-(4-Methoxyphenyl)-2-hydroxyethenyl]-N-methylnicotinamide (2.509 g) was added to a 29% aqueous solution of ammonia (100 ml) and dioxane (50 ml), which was then heated in a sealed tube at 170° C. overnight. After cooling as it was, the resulting insoluble matters were collected by filtration, to give the title compound as a dark green solid (1.694 g, yield; 73%).